From a dataset of the Open Reaction Database (ORD), a public repository of structured organic reaction records. describe an organic reaction: reactants, conditions, products, and yield The reactants are C(C)(C)(C)NS(=O)(=O)C1=CC(=C(C=C1)C=1N(C(C(N1)(C)C1=CC=C(C=C1)Cl)(C)C1=CC=C(C=C1)Cl)C(=O)Cl)OCC (rac-(4S*,5R*)-2-(4-tert-butylsulfamoyl-2-ethoxy-phenyl)-4,5-bis-(4-chloro-phenyl)-4,5-dimethyl-4,5-dihydro-imidazole-1-carbonyl chloride), Cl.Cl.N1(CCNCC1)CC(=O)N (2-piperazin-1-yl-acetamide dihydrochloride). Product: C(C)(C)(C)NS(=O)(=O)C1=CC(=C(C=C1)C=1N([C@]([C@](N1)(C)C1=CC=C(C=C1)Cl)(C)C1=CC=C(C=C1)Cl)C(=O)N1CCN(CC1)CC(=O)N)OCC (2-{4-[(4S,5R)-2-(4-tert-Butylsulfamoyl-2-ethoxy-phenyl)-4,5-bis-(4-chloro-phenyl)-4,5-dimethyl-4,5-dihydro-imidazole-1-carbonyl]-piperazin-1-yl}-acetamide). Reaction SMILES: [C:1]([NH:5][S:6]([C:9]1[CH:14]=[CH:13][C:12]([C:15]2[N:16]([C:36](Cl)=[O:37])[C:17]([C:29]3[CH:34]=[CH:33][C:32]([Cl:35])=[CH:31][CH:30]=3)([CH3:28])[C:18]([C:21]3[CH:26]=[CH:25][C:24]([Cl:27])=[CH:23][CH:22]=3)([CH3:20])[N:19]=2)=[C:11]([O:39][CH2:40][CH3:41])[CH:10]=1)(=[O:8])=[O:7])([CH3:4])([CH3:3])[CH3:2].Cl.Cl.[N:44]1([CH2:50][C:51]([NH2:53])=[O:52])[CH2:49][CH2:48][NH:47][CH2:46][CH2:45]1>>[C:1]([NH:5][S:6]([C:9]1[CH:14]=[CH:13][C:12]([C:15]2[N:16]([C:36]([N:47]3[CH2:48][CH2:49][N:44]([CH2:50][C:51]([NH2:53])=[O:52])[CH2:45][CH2:46]3)=[O:37])[C@@:17]([C:29]3[CH:30]=[CH:31][C:32]([Cl:35])=[CH:33][CH:34]=3)([CH3:28])[C@@:18]([C:21]3[CH:26]=[CH:25][C:24]([Cl:27])=[CH:23][CH:22]=3)([CH3:20])[N:19]=2)=[C:11]([O:39][CH2:40][CH3:41])[CH:10]=1)(=[O:7])=[O:8])([CH3:3])([CH3:2])[CH3:4] |f:1.2.3|. Procedure: In a manner analogous to the method described in example 5, rac-(4S*,5R*)-2-(4-tert-butylsulfamoyl-2-ethoxy-phenyl)-4,5-bis-(4-chloro-phenyl)-4,5-dimethyl-4,5-dihydro-imidazole-1-carbonyl chloride was reacted with 2-piperazin-1-yl-acetamide dihydrochloride (Matrix Scientific) to give the title compound as a racemic mixture. The enantiomers were then separated by supercritical fluid chromatography (Berger Instrument Multi-Gram II, Daicel ChiralPak OD-H 3×25 cm, 35° C. at 100 bar, eluting with 35%... Reactants: CN1CCC(CC1)C(=O)Cl (1-Methylpiperidine-4-carbonyl chloride), carboxylic acid, NC1=NNC2=CC(=CC=C12)N (3,6-diaminoindazole). The product is NC1=CC=C2C(=NNC2=C1)NC(=O)C1CCN(CC1)C (1-methylpiperidine-4-carboxylic acid (6-amino-1H-indazol-3-yl)-amide). As a reaction SMILES: [CH3:1][N:2]1[CH2:7][CH2:6][CH:5]([C:8](Cl)=[O:9])[CH2:4][CH2:3]1.[NH2:11][C:12]1[C:20]2[C:15](=[CH:16][C:17]([NH2:21])=[CH:18][CH:19]=2)[NH:14][N:13]=1>>[NH2:21][C:17]1[CH:16]=[C:15]2[C:20]([C:12]([NH:11][C:8]([CH:5]3[CH2:6][CH2:7][N:2]([CH3:1])[CH2:3][CH2:4]3)=[O:9])=[N:13][NH:14]2)=[CH:19][CH:18]=1. Procedure details: 1-Methylpiperidine-4-carbonyl chloride (1 mmol), prepared from its corresponding carboxylic acid using general procedure E, was reacted with 3,6-diaminoindazole (1 mmol) (see Example 69) employing general procedure E to yield 1-methylpiperidine-4-carboxylic acid (6-amino-1H-indazol-3-yl)-amide. The reactants are Cc1ccccc1, CNC, CCO, CCOC(=O)CC=O, Cl, [Na]. Product: CCOC(=O)C=CN(C)C. Reaction SMILES: [CH3:14][c:15]1[cH:16][cH:17][cH:18][cH:19][cH:20]1.[CH3:1][NH:2][CH3:3].[CH3:21][CH2:22][OH:23].[CH:4](=[O:5])[CH2:6][C:7](=[O:8])[O:9][CH2:10][CH3:11].[ClH:13].[Na:12]>>[CH3:1][N:2]([CH3:3])[CH:4]=[CH:6][C:7](=[O:8])[O:9][CH2:10][CH3:11]. Starting materials: CC1(CNC2=CC(=CC=C12)C1=CC=NC=C1)C (3,3-dimethyl-6-(pyridin-4-yl)indoline), C=1C=CC(=CC1)P(C=2C=CC=CC2)C3=CC=C4C=CC=CC4=C3C5=C6C=CC=CC6=CC=C5P(C=7C=CC=CC7)C=8C=CC=CC8 (BINAP), ClC1=C(C(=NC2=CC(=CC=C12)F)C1=NC=CC=C1)C (4-chloro-7-fluoro-3-methyl-2-(pyridin-2-yl)quinoline), C([O-])([O-])=O.[Cs+].[Cs+] (cesium carbonate). Reagents/catalysts: C=1C=CC(=CC1)/C=C/C(=O)/C=C/C2=CC=CC=C2.C=1C=CC(=CC1)/C=C/C(=O)/C=C/C2=CC=CC=C2.C=1C=CC(=CC1)/C=C/C(=O)/C=C/C2=CC=CC=C2.[Pd].[Pd] (Pd2(dba)3). Run in C1(=CC=CC=C1)C (toluene). Yields the product CC1(CN(C2=CC(=CC=C12)C1=CC=NC=C1)C1=C(C(=NC2=CC(=CC=C12)F)C1=NC=CC=C1)C)C (4-(3,3-Dimethyl-6-(4-pyridinyl)-2,3-dihydro-1H-indol-1-yl)-7-fluoro-3-methyl-2-(2-pyridinyl)quinoline). As a reaction SMILES: [CH3:1][C:2]1([CH3:17])[C:10]2[C:5](=[CH:6][C:7]([C:11]3[CH:16]=[CH:15][N:14]=[CH:13][CH:12]=3)=[CH:8][CH:9]=2)[NH:4][CH2:3]1.Cl[C:19]1[C:28]2[C:23](=[CH:24][C:25]([F:29])=[CH:26][CH:27]=2)[N:22]=[C:21]([C:30]2[CH:35]=[CH:34][CH:33]=[CH:32][N:31]=2)[C:20]=1[CH3:36].C(=O)([O-])[O-].[Cs+].[Cs+].C1C=CC(P(C2C(C3C(P(C4C=CC=CC=4)C4C=CC=CC=4)=CC=C4C=3C=CC=C4)=C3C(C=CC=C3)=CC=2)C2C=CC=CC=2)=CC=1>C1(C)C=CC=CC=1.C1C=CC(/C=C/C(/C=C/C2C=CC=CC=2)=O)=CC=1.C1C=CC(/C=C/C(/C=C/C2C=CC=CC=2)=O)=CC=1.C1C=CC(/C=C/C(/C=C/C2C=CC=CC=2)=O)=CC=1.[Pd].[Pd]>[CH3:1][C:2]1([CH3:17])[C:10]2[C:5](=[CH:6][C:7]([C:11]3[CH:12]=[CH:13][N:14]=[CH:15][CH:16]=3)=[CH:8][CH:9]=2)[N:4]([C:19]2[C:28]3[C:23](=[CH:24][C:25]([F:29])=[CH:26][CH:27]=3)[N:22]=[C:21]([C:30]3[CH:35]=[CH:34][CH:33]=[CH:32][N:31]=3)[C:20]=2[CH3:36])[CH2:3]1 |f:2.3.4,7.8.9.10.11|. Procedure details: Prepared according to procedure T using 3,3-dimethyl-6-(pyridin-4-yl)indoline (0.026 g, 0.116 mmol), 4-chloro-7-fluoro-3-methyl-2-(pyridin-2-yl)quinoline (0.032 g, 0.116 mmol), cesium carbonate (0.076 g, 0.232 mmol), Pd2(dba)3 (0.011 g, 0.012 mmol) and (±) BINAP (0.011 g, 0.017 mmol) in toluene (3 mL). After purification by HPLC 4-(3,3-dimethyl-6-(4-pyridinyl)-2,3-dihydro-1H-indol-1-yl)-7-fluoro-3-methyl-2-(2-pyridinyl)quinoline was obtained. 1H NMR (400 MHz, MeOH) δ ppm 8.75 (1H, d, J=4.7 Hz), ... Reactants: Cc1ccc(NC(=O)OC(C)(C)C)c(CO)c1, ClCCl, O=[Mn]=O. The product is Cc1ccc(NC(=O)OC(C)(C)C)c(C=O)c1. RXN SMILES: [C:1]([CH3:2])([CH3:3])([CH3:4])[O:5][C:6]([NH:7][c:8]1[c:9]([CH2:15][OH:16])[cH:10][c:11]([CH3:14])[cH:12][cH:13]1)=[O:17].[Cl:18][CH2:19][Cl:20].[O:21]=[Mn:22]=[O:23]>>[C:1]([CH3:2])([CH3:3])([CH3:4])[O:5][C:6]([NH:7][c:8]1[c:9]([CH:15]=[O:16])[cH:10][c:11]([CH3:14])[cH:12][cH:13]1)=[O:17].